From a dataset of the Open Reaction Database (ORD), a public repository of structured organic reaction records. describe an organic reaction: reactants, conditions, products, and yield Starting materials: example 1 ( b ), C(C)(C)(C)OC1=C(C(=O)O)C=C(C=C1)S(=O)(=O)C (2-tert-butoxy-5-methanesulfonyl-benzoic acid), N1(CCNCC1)C=1SC(=CN1)C#N (2-piperazin-1-yl-thiazole-5-carbonitrile). The product is C(C)(C)(C)OC1=C(C(=O)N2CCN(CC2)C=2SC(=CN2)C#N)C=C(C=C1)S(=O)(=O)C (2-[4-(2-tert-Butoxy-5-methanesulfonyl-benzoyl)-piperazin-1-yl]-thiazole-5-carbonitrile). The yield is 52.0%. Reaction SMILES: [C:1]([O:5][C:6]1[CH:14]=[CH:13][C:12]([S:15]([CH3:18])(=[O:17])=[O:16])=[CH:11][C:7]=1[C:8]([OH:10])=O)([CH3:4])([CH3:3])[CH3:2].[N:19]1([C:25]2[S:26][C:27]([C:30]#[N:31])=[CH:28][N:29]=2)[CH2:24][CH2:23][NH:22][CH2:21][CH2:20]1>>[C:1]([O:5][C:6]1[CH:14]=[CH:13][C:12]([S:15]([CH3:18])(=[O:17])=[O:16])=[CH:11][C:7]=1[C:8]([N:22]1[CH2:23][CH2:24][N:19]([C:25]2[S:26][C:27]([C:30]#[N:31])=[CH:28][N:29]=2)[CH2:20][CH2:21]1)=[O:10])([CH3:2])([CH3:3])[CH3:4]. Procedure: Prepared in analogy to example 1 (b) from 2-tert-butoxy-5-methanesulfonyl-benzoic acid (Example A12) and 2-piperazin-1-yl-thiazole-5-carbonitrile (Example 6(a)). The crude material was purified by chromatography (SiO2, ethyl acetate/heptane) followed by trituration in ether to yield the title compound as a white crystalline solid (yield 52%). MS (m/e): 449.3 (M+H+, 50%), 466.4 (M+NH4+, 100%). Reactants: ClCCl, CN1CCOCC1, CC(C)CCC(CC(O)C(N)Cc1ccccc1)S(=O)(=O)c1ccccc1, O=C(O)c1cnc2ccccc2n1. Product: CC(C)CCC(CC(O)C(Cc1ccccc1)NC(=O)c1cnc2ccccc2n1)S(=O)(=O)c1ccccc1. RXN SMILES: [CH2:48]([Cl:49])[Cl:50].[CH3:41][N:42]1[CH2:43][CH2:44][O:45][CH2:46][CH2:47]1.[NH2:1][CH:2]([CH2:3][c:4]1[cH:5][cH:6][cH:7][cH:8][cH:9]1)[CH:10]([CH2:11][CH:12]([CH2:13][CH2:14][CH:15]([CH3:16])[CH3:17])[S:18](=[O:19])(=[O:20])[c:21]1[cH:22][cH:23][cH:24][cH:25][cH:26]1)[OH:27].[n:28]1[c:29]([C:38](=[O:39])[OH:40])[cH:30][n:31][c:32]2[cH:33][cH:34][cH:35][cH:36][c:37]12>>[NH:1]([CH:2]([CH2:3][c:4]1[cH:5][cH:6][cH:7][cH:8][cH:9]1)[CH:10]([CH2:11][CH:12]([CH2:13][CH2:14][CH:15]([CH3:16])[CH3:17])[S:18](=[O:19])(=[O:20])[c:21]1[cH:22][cH:23][cH:24][cH:25][cH:26]1)[OH:27])[C:38]([c:29]1[n:28][c:37]2[c:32]([n:31][cH:30]1)[cH:33][cH:34][cH:35][cH:36]2)=[O:39].